Dataset: the Open Reaction Database (ORD), a public repository of structured organic reaction records. Task: describe an organic reaction: reactants, conditions, products, and yield The reactants are C=CCC1CC(c2cccc(Cl)c2)C(c2ccc(Cl)cc2)N(C(CC)C(=O)OC(C)(C)C)C1=O, ClCCl, O=C(O)C(F)(F)F. As a reaction SMILES: [CH2:1]([CH:2]=[CH2:3])[CH:4]1[C:5](=[O:34])[N:6]([CH:24]([C:25](=[O:26])[O:27][C:28]([CH3:29])([CH3:30])[CH3:31])[CH2:32][CH3:33])[CH:7]([c:17]2[cH:18][cH:19][c:20]([Cl:23])[cH:21][cH:22]2)[CH:8]([c:10]2[cH:11][c:12]([Cl:16])[cH:13][cH:14][cH:15]2)[CH2:9]1.[Cl:42][CH2:43][Cl:44].[OH:35][C:36]([C:37]([F:38])([F:39])[F:40])=[O:41]>>[CH2:1]([CH:2]=[CH2:3])[CH:4]1[C:5](=[O:34])[N:6]([CH:24]([C:25](=[O:26])[OH:27])[CH2:32][CH3:33])[CH:7]([c:17]2[cH:18][cH:19][c:20]([Cl:23])[cH:21][cH:22]2)[CH:8]([c:10]2[cH:11][c:12]([Cl:16])[cH:13][cH:14][cH:15]2)[CH2:9]1. The product is C=CCC1CC(c2cccc(Cl)c2)C(c2ccc(Cl)cc2)N(C(CC)C(=O)O)C1=O. Reactants: COCCl, [Cl-], [Mg], [NH4+], C1CCOC1, O=C1c2ccccc2CCc2ccccc21. Product: COCC1(O)c2ccccc2CCc2ccccc21. Reaction SMILES: [CH3:2][O:3][CH2:4][Cl:5].[Cl-:22].[Mg:1].[NH4+:23].[O:24]1[CH2:25][CH2:26][CH2:27][CH2:28]1.[cH:6]1[cH:7][cH:8][cH:9][c:10]2[c:16]1[CH2:15][CH2:14][c:13]1[c:12]([cH:20][cH:19][cH:18][cH:17]1)[C:11]2=[O:21]>>[CH3:2][O:3][CH2:4][C:11]1([OH:21])[c:10]2[cH:9][cH:8][cH:7][cH:6][c:16]2[CH2:15][CH2:14][c:13]2[c:12]1[cH:20][cH:19][cH:18][cH:17]2. The reactants are CC(C)(C)OC(=O)NCC#Cc1ccc(Cl)cc1C(=O)c1ccccc1F, O=CO, ClCCl, [Hg+2], [NH4+], [OH-], O, O=S(=O)([O-])[O-]. Product: CC(C)(C)OC(=O)NCCC(=O)c1ccc(Cl)cc1C(=O)c1ccccc1F. Reaction SMILES: [C:1]([CH3:2])([CH3:3])([CH3:4])[O:5][C:6]([NH:7][CH2:8][C:9]#[C:10][c:11]1[c:12]([C:18]([c:19]2[c:20]([F:25])[cH:21][cH:22][cH:23][cH:24]2)=[O:26])[cH:13][c:14]([Cl:17])[cH:15][cH:16]1)=[O:27].[CH:28](=[O:29])[OH:30].[Cl:31][CH2:32][Cl:33].[Hg+2:42].[NH4+:36].[OH-:35].[OH2:34].[S:37]([O-:38])([O-:39])(=[O:40])=[O:41]>>[C:1]([CH3:2])([CH3:3])([CH3:4])[O:5][C:6]([NH:7][CH2:8][CH2:9][C:10]([c:11]1[c:12]([C:18]([c:19]2[c:20]([F:25])[cH:21][cH:22][cH:23][cH:24]2)=[O:26])[cH:13][c:14]([Cl:17])[cH:15][cH:16]1)=[O:29])=[O:27]. Starting materials: COC(=O)c1ccc2oc3c(SC)cc(SC)cc3c(=O)c2c1, CCO, [Na+], [OH-]. Yields the product CSc1cc(SC)c2oc3ccc(C(=O)O)cc3c(=O)c2c1. RXN SMILES: [CH3:1][S:2][c:3]1[c:4]2[o:5][c:6]3[cH:7][cH:8][c:9]([C:20](=[O:21])[O:22][CH3:23])[cH:10][c:11]3[c:12](=[O:19])[c:13]2[cH:14][c:15]([S:17][CH3:18])[cH:16]1.[CH3:26][CH2:27][OH:28].[Na+:25].[OH-:24]>>[CH3:1][S:2][c:3]1[c:4]2[o:5][c:6]3[cH:7][cH:8][c:9]([C:20](=[O:21])[OH:22])[cH:10][c:11]3[c:12](=[O:19])[c:13]2[cH:14][c:15]([S:17][CH3:18])[cH:16]1.